This data is from the Open Reaction Database (ORD), a public repository of structured organic reaction records. The task is: describe an organic reaction: reactants, conditions, products, and yield The reactants are C(CCCCCCCCCCC)N(CCOC1=CC=C(C=C1)CCC(C(F)(F)F)O)CCCC(=O)OCC (4-[N-dodecyl-N-2-[4-[4,4,4-trifluoro-3-hydroxybutyl]phenoxy]ethylamino]butanoic acid, ethyl ester), CC(=O)OI1(C2=CC=CC=C2C(=O)O1)(OC(=O)C)OC(=O)C (1,1,1-triacetoxy-1,1-dihydro-1,2-benziodoxol-3(1H)-one), C([O-])(O)=O.[Na+] (sodium bicarbonate), S(=S)(=O)([O-])[O-].[Na+].[Na+] (sodium thiosulfate). Solvent: ClCCl (dichloromethane), ClCCl (dichloromethane). Reaction conditions: temperature 22 celsius, time 4 hour. Yields the product C(CCCCCCCCCCC)N(CCOC1=CC=C(C=C1)CCC(C(F)(F)F)=O)CCCC(=O)OCC (4-[N-Dodecyl-N-[2-[4-(3-oxo-4,4,4-trifluorobut-1-yl)phenoxy]ethyl]amino]butanoic acid, ethyl ester). The yield is 77.5%. RXN SMILES: CC(OI1(OC(C)=O)(OC(C)=O)OC(=O)C2C1=CC=CC=2)=O.[CH2:23]([N:35]([CH2:53][CH2:54][CH2:55][C:56]([O:58][CH2:59][CH3:60])=[O:57])[CH2:36][CH2:37][O:38][C:39]1[CH:44]=[CH:43][C:42]([CH2:45][CH2:46][CH:47]([OH:52])[C:48]([F:51])([F:50])[F:49])=[CH:41][CH:40]=1)[CH2:24][CH2:25][CH2:26][CH2:27][CH2:28][CH2:29][CH2:30][CH2:31][CH2:32][CH2:33][CH3:34].C(=O)(O)[O-].[Na+].S([O-])([O-])(=O)=S.[Na+].[Na+]>ClCCl>[CH2:23]([N:35]([CH2:53][CH2:54][CH2:55][C:56]([O:58][CH2:59][CH3:60])=[O:57])[CH2:36][CH2:37][O:38][C:39]1[CH:40]=[CH:41][C:42]([CH2:45][CH2:46][C:47](=[O:52])[C:48]([F:49])([F:50])[F:51])=[CH:43][CH:44]=1)[CH2:24][CH2:25][CH2:26][CH2:27][CH2:28][CH2:29][CH2:30][CH2:31][CH2:32][CH2:33][CH3:34] |f:2.3,4.5.6|. Procedure details: A suspension of 1,1,1-triacetoxy-1,1-dihydro-1,2-benziodoxol-3(1H)-one (Dess-Martin periodinane, 1.7 g, 4.0 mmol) in dichloromethane (20 ml) was treated with 4-[N-dodecyl-N-2-[4-[4,4,4-trifluoro-3-hydroxybutyl]phenoxy]ethylamino]butanoic acid, ethyl ester (430 mg, 0.79 mmol) dissolved in dichloromethane (5 ml). The mixture was stirred at 22° C. for 4 h, poured into a saturated aqueous sodium bicarbonate and sodium thiosulfate (100 ml) and extracted with ethyl acetate (2×100 ml). The combined oga...